Dataset: the Open Reaction Database (ORD), a public repository of structured organic reaction records. Task: describe an organic reaction: reactants, conditions, products, and yield Starting materials: CC(NC(=O)c1cc(Cl)cnc1Cl)c1ccc(C(=O)OC(C)(C)C)cc1, Oc1ccc(-c2cccnc2)cc1. Yields the product CC(NC(=O)c1cc(Cl)cnc1Oc1ccc(-c2cccnc2)cc1)c1ccc(C(=O)OC(C)(C)C)cc1. Reaction SMILES: [Cl:1][c:2]1[n:3][cH:4][c:5]([Cl:26])[cH:6][c:7]1[C:8](=[O:9])[NH:10][CH:11]([CH3:12])[c:13]1[cH:14][cH:15][c:16]([C:17](=[O:18])[O:19][C:20]([CH3:21])([CH3:22])[CH3:23])[cH:24][cH:25]1.[n:27]1[cH:28][c:29](-[c:33]2[cH:34][cH:35][c:36]([OH:39])[cH:37][cH:38]2)[cH:30][cH:31][cH:32]1>>[c:2]1([O:39][c:36]2[cH:35][cH:34][c:33](-[c:29]3[cH:28][n:27][cH:32][cH:31][cH:30]3)[cH:38][cH:37]2)[n:3][cH:4][c:5]([Cl:26])[cH:6][c:7]1[C:8](=[O:9])[NH:10][CH:11]([CH3:12])[c:13]1[cH:14][cH:15][c:16]([C:17](=[O:18])[O:19][C:20]([CH3:21])([CH3:22])[CH3:23])[cH:24][cH:25]1. Reactants: C1=CC=CC=2C3=CC=CC=C3C(C12)COC(=O)N1CCN(CC1)C(=O)OCC1=CC=C(C=C1)OCC1=CC=CC=C1 (piperazine-1,4-dicarboxylic acid 4-benzyloxy-benzyl ester 9H-fluoren-9-ylmethyl ester), FC1=CC=C(COC2=CC=C(COC(OC(C)Cl)=O)C=C2)C=C1 ((RS)-carbonic acid 1-chloro-ethyl ester 4-(4-fluoro-benzyloxy)-benzyl ester), C(=O)(OCC1C2=CC=CC=C2C2=CC=CC=C12)N1CCNCC1 (N-Fmoc-piperazine). RXN SMILES: [CH:1]1[C:13]2[CH:12]([CH2:14][O:15][C:16]([N:18]3[CH2:23][CH2:22][N:21]([C:24]([O:26][CH2:27][C:28]4[CH:33]=[CH:32][C:31]([O:34][CH2:35][C:36]5[CH:41]=[CH:40][CH:39]=[CH:38][CH:37]=5)=[CH:30][CH:29]=4)=[O:25])[CH2:20][CH2:19]3)=[O:17])[C:11]3[C:6](=[CH:7][CH:8]=[CH:9][CH:10]=3)[C:5]=2[CH:4]=[CH:3][CH:2]=1.[F:42]C1C=CC(COC2C=CC(COC(=O)OC(Cl)C)=CC=2)=CC=1.C(N1CCNCC1)(OCC1C2C(=CC=CC=2)C2C1=CC=CC=2)=O>>[F:42][C:39]1[CH:38]=[CH:37][C:36]([CH2:35][O:34][C:31]2[CH:30]=[CH:29][C:28]([CH2:27][O:26][C:24]([N:21]3[CH2:20][CH2:19][N:18]([C:16]([O:15][CH2:14][CH:12]4[C:11]5[CH:10]=[CH:9][CH:8]=[CH:7][C:6]=5[C:5]5[C:13]4=[CH:1][CH:2]=[CH:3][CH:4]=5)=[O:17])[CH2:23][CH2:22]3)=[O:25])=[CH:33][CH:32]=2)=[CH:41][CH:40]=1. The product is FC1=CC=C(COC2=CC=C(COC(=O)N3CCN(CC3)C(=O)OCC3C4=CC=CC=C4C=4C=CC=CC34)C=C2)C=C1 (Piperazine-1,4-dicarboxylic acid 9H-fluoren-9-ylmethyl ester 4-(4-fluoro-benzyloxy)-benzyl ester). Procedure details: Prepared in analogy to piperazine-1,4-dicarboxylic acid 4-benzyloxy-benzyl ester 9H-fluoren-9-ylmethyl ester (Example 41) from (RS)-carbonic acid 1-chloro-ethyl ester 4-(4-fluoro-benzyloxy)-benzyl ester) and N-Fmoc-piperazine: yellow solid. 1H-NMR (CDCl3): 3.3–3.6 m, 8H; 4.23 t, J=6 Hz, 1H; 4.48 d, J=6 Hz, 2H; 5.03 s, 2H; 5.08 s, 2H; 6.95 d, J=8.5 Hz, 2H, 7.08 t, J=8.5 Hz, 2H, 7.25–7.46 m, 8H, 7.55 d, J=7 Hz, 2H and 7.77 d, J=7 Hz, 2H. The reactants are BrBr (bromine), FC1=NC=CC=C1C(CC)=O (1-(2-fluoropyridin-3-yl)propan-1-one), solution, Br (hydrogen bromide). Solvent: C(C)(=O)O (acetic acid). Reaction conditions: time 3 hour. The product is BrC(C(=O)C=1C(=NC=CC1)F)C (2-bromo-1-(2-fluoropyridin-3-yl)propan-1-one). Reaction SMILES: [F:1][C:2]1[C:7]([C:8](=[O:11])[CH2:9][CH3:10])=[CH:6][CH:5]=[CH:4][N:3]=1.[BrH:12].BrBr>C(O)(=O)C>[Br:12][CH:9]([CH3:10])[C:8]([C:7]1[C:2]([F:1])=[N:3][CH:4]=[CH:5][CH:6]=1)=[O:11]. Procedure details: To a mixture of 1-(2-fluoropyridin-3-yl)propan-1-one (12.9 g) and 25% solution (70 mL) of hydrogen bromide in acetic acid was added dropwise bromine (4.4 mL), and the obtained mixture was stirred at room temperature for 3 hr. The reaction mixture was concentrated under reduced pressure to give the title compound as a red-brown oil (yield 29.6 g, quantitative).